This data is from the Open Reaction Database (ORD), a public repository of structured organic reaction records. The task is: describe an organic reaction: reactants, conditions, products, and yield The reactants are ClC=1N=NC(=CC1)Cl (3,6-dichloropyridazine), [Cl-].[Cl-].[Cl-].[Al+3] (aluminium trichloride), ClCl (chlorine). Product: ClC=1N=NC(=CC1Cl)Cl (3,4,6-trichloropyridazine). The yield is 145.7%. Reaction SMILES: [Cl:1][C:2]1[N:3]=[N:4][C:5]([Cl:8])=[CH:6][CH:7]=1.[Cl-:9].[Cl-].[Cl-].[Al+3].ClCl>>[Cl:1][C:2]1[N:3]=[N:4][C:5]([Cl:8])=[CH:6][C:7]=1[Cl:9] |f:1.2.3.4|. Procedure: 44 g 3,6-dichloropyridazine and 22 g aluminium trichloride are heated to 140° C. At this temperature 10.6 l chlorine are piped into the reaction mixture over 4 hours. After cooling the product is extracted with toluene, washed with a 10% sodium chloride solution and distilled (bp=127-129° C.). 44.1 g of product are obtained. Starting materials: CCO, [Cl-], [Fe], CC(=O)c1coc(Cn2ccc([N+](=O)[O-])n2)n1, N#N, [NH4+], O. Yields the product CC(=O)c1coc(Cn2ccc(N)n2)n1. As a reaction SMILES: [CH3:22][CH2:23][OH:24].[Cl-:20].[Fe:26].[N+:3]([O-:4])(=[O:5])[c:6]1[n:7][n:8]([CH2:11][c:12]2[o:13][cH:14][c:15]([C:17]([CH3:18])=[O:19])[n:16]2)[cH:9][cH:10]1.[N:1]#[N:2].[NH4+:21].[OH2:25]>>[NH2:3][c:6]1[n:7][n:8]([CH2:11][c:12]2[o:13][cH:14][c:15]([C:17]([CH3:18])=[O:19])[n:16]2)[cH:9][cH:10]1.